From a dataset of the Open Reaction Database (ORD), a public repository of structured organic reaction records. describe an organic reaction: reactants, conditions, products, and yield Starting materials: Cl (HCl), C1(CCCCC1)C1=CNC2=CC(=CC=C12)C(=O)O (3-cyclohexyl-6-indole carboxylic acid), C([O-])([O-])=O.[K+].[K+] (potassium carbonate), IC (Iodomethane). The solvent is CN(C)C=O (DMF), O (water). The product is C1(CCCCC1)C1=CNC2=CC(=CC=C12)C(=O)OC (Methyl 3-cyclohexyl-6-indole carboxylate). Isolated yield 90.0%. RXN SMILES: [CH:1]1([C:7]2[C:15]3[C:10](=[CH:11][C:12]([C:16]([OH:18])=[O:17])=[CH:13][CH:14]=3)[NH:9][CH:8]=2)[CH2:6][CH2:5][CH2:4][CH2:3][CH2:2]1.[C:19](=O)([O-])[O-].[K+].[K+].IC.Cl>O.CN(C=O)C>[CH:1]1([C:7]2[C:15]3[C:10](=[CH:11][C:12]([C:16]([O:18][CH3:19])=[O:17])=[CH:13][CH:14]=3)[NH:9][CH:8]=2)[CH2:2][CH2:3][CH2:4][CH2:5][CH2:6]1 |f:1.2.3|. Procedure: A 2 L flask equipped with a dropping funnel and mechanical stirrer was charged with crude 3-cyclohexyl-6-indole carboxylic acid (99.4 g, 0.409 mole) and anhydrous DMF (665 mL) was added followed by anhydrous potassium carbonate (78.13 g, 0.565 mole). Iodomethane (63.72 g, 0.449 mole) was added dropwise over 35 min with stirring to the slurry which was then stirred overnight at room temperature until complete disappearance of starting material (TLC). The resulting suspension was then poured into ...